From a dataset of the Open Reaction Database (ORD), a public repository of structured organic reaction records. describe an organic reaction: reactants, conditions, products, and yield The reactants are FC(S(=O)(=O)N)(F)F (Trifluoromethanesulfonamide), N1CCOCC1 (morpholine). The solvent is CC(=O)C (acetone). Yields the product FC(S(=O)(=O)N)(F)F.[NH2+]1CCOCC1 (morpholinium trifluoromethanesulfonamide). RXN SMILES: [F:1][C:2]([F:8])([F:7])[S:3]([NH2:6])(=[O:5])=[O:4].[NH:9]1[CH2:14][CH2:13][O:12][CH2:11][CH2:10]1>CC(C)=O>[F:1][C:2]([F:8])([F:7])[S:3]([NH2:6])(=[O:5])=[O:4].[NH2+:9]1[CH2:14][CH2:13][O:12][CH2:11][CH2:10]1 |f:3.4|. Procedure details: Trifluoromethanesulfonamide (14.9g, 0.10 mole), morpholine (8.7g, 0.10 mole) and acetone (100 ml) were stirred together for one hour. The solvent was evaporated in vacuo to give morpholinium trifluoromethanesulfonamide, m.p. 84°-87° C. Analysis: Calculated for C5H11F3N2O3S: %C 25.4; %H, 4.7; %N, 11.8; found: %C, 25.3;D %H, 4.7; %N, 11.7. The product is C(C)(C)(C)OC(=O)N1C(CN(CCC1)C1=CC(=C(C=C1)N)C(NCC(NC(C)C)=O)=O)C (4-{4-amino-3-[(isopropylcarbamoylmethyl)carbamoyl]phenyl}-2-methylperhydro-1,4-diazepine-1-carboxylic acid tert-butyl ester). The reagents and catalysts are [Pd] (Pd/C). Procedure details: 4-{3-[(Isopropylcarbamoylmethyl)carbamoyl]-4-nitrophenyl}-2-methylperhydro-1,4-diazepine-1-carboxylic acid tert-butyl ester (100 mg, 0.209 mmol) and 10% Pd/C (10 mg, 0.209 mmol) in MeOH (5 mL) was stirred under 4 bar H2 (g) at room temperature overnight. The mixture was filtered through a pad of celite and the solvent removed in vacuo to afford 4-{4-amino-3-[(isopropylcarbamoylmethyl)carbamoyl]phenyl}-2-methylperhydro-1,4-diazepine-1-carboxylic acid tert-butyl ester (INTERMEDIATE V.53) (94 mg, 0... Isolated yield 100.5%. Solvent: CO (MeOH). RXN SMILES: [C:1]([O:5][C:6]([N:8]1[CH2:14][CH2:13][CH2:12][N:11]([C:15]2[CH:20]=[CH:19][C:18]([N+:21]([O-])=O)=[C:17]([C:24](=[O:33])[NH:25][CH2:26][C:27](=[O:32])[NH:28][CH:29]([CH3:31])[CH3:30])[CH:16]=2)[CH2:10][CH:9]1[CH3:34])=[O:7])([CH3:4])([CH3:3])[CH3:2]>CO.[Pd]>[C:1]([O:5][C:6]([N:8]1[CH2:14][CH2:13][CH2:12][N:11]([C:15]2[CH:20]=[CH:19][C:18]([NH2:21])=[C:17]([C:24](=[O:33])[NH:25][CH2:26][C:27](=[O:32])[NH:28][CH:29]([CH3:30])[CH3:31])[CH:16]=2)[CH2:10][CH:9]1[CH3:34])=[O:7])([CH3:3])([CH3:2])[CH3:4]. Starting materials: C(C)(C)(C)OC(=O)N1C(CN(CCC1)C1=CC(=C(C=C1)[N+](=O)[O-])C(NCC(NC(C)C)=O)=O)C (4-{3-[(Isopropylcarbamoylmethyl)carbamoyl]-4-nitrophenyl}-2-methylperhydro-1,4-diazepine-1-carboxylic acid tert-butyl ester). The reactants are COC=1C=C2C(=NC(=NC2=CC1OC)C1=CC(=C(C(=C1)OC)OC)OC)C(=O)OC (methyl 6,7-dimethoxy-2-(3,4,5-trimethoxyphenyl)quinazoline-4-carboxylate), O1CCCC1 (tetrahydrofuran), [OH-].[Na+] (sodium hydroxide). Solvent: O (water). Product: COC=1C=C2C(=NC(=NC2=CC1OC)C1=CC(=C(C(=C1)OC)OC)OC)C(=O)O (6,7-dimethoxy-2-(3,4,5-trimethoxyphenyl)quinazoline-4-carboxylic acid). RXN SMILES: [CH3:1][O:2][C:3]1[CH:4]=[C:5]2[C:10](=[CH:11][C:12]=1[O:13][CH3:14])[N:9]=[C:8]([C:15]1[CH:20]=[C:19]([O:21][CH3:22])[C:18]([O:23][CH3:24])=[C:17]([O:25][CH3:26])[CH:16]=1)[N:7]=[C:6]2[C:27]([O:29]C)=[O:28].O1CCCC1.[OH-].[Na+]>O>[CH3:1][O:2][C:3]1[CH:4]=[C:5]2[C:10](=[CH:11][C:12]=1[O:13][CH3:14])[N:9]=[C:8]([C:15]1[CH:16]=[C:17]([O:25][CH3:26])[C:18]([O:23][CH3:24])=[C:19]([O:21][CH3:22])[CH:20]=1)[N:7]=[C:6]2[C:27]([OH:29])=[O:28] |f:2.3|. Procedure: Into a 100-mL round-bottom flask, was placed methyl 6,7-dimethoxy-2-(3,4,5-trimethoxyphenyl)quinazoline-4-carboxylate (2 g, 4.83 mmol, 1.00 equiv) and tetrahydrofuran (30 mL). This was followed by the addition of a solution of sodium hydroxide (1 g, 25.00 mmol, 5.18 equiv) in water (20 mL) dropwise with stirring. The resulting solution was stirred for 2 h at room temperature. The resulting mixture was concentrated under vacuum. The resulting solution was diluted with 100 mL of water. The resulti...